describe an organic reaction: reactants, conditions, products, and yield From a dataset of the Open Reaction Database (ORD), a public repository of structured organic reaction records. Starting materials: [BH4-], c1ccc2c(c1)CCCC2, CC([NH-])c1ccccc1, Cc1ccccc1, C1=NCCc2ccccc21, O=Cc1ccccc1, [Cl-], [Cl-], ClP(Cl)(Cl)(Cl)Cl, Cl, [H][H], [Na+], O=P(Cl)(Cl)Cl, [Pt], [Zn+2], Cc1ccccc1C. Product: c1ccc2c(c1)CCNC2. RXN SMILES: [BH4-:41].[CH2:31]1[CH2:32][c:33]2[c:34]([cH:35][cH:36][cH:37][cH:38]2)[CH2:39][CH2:40]1.[CH3:1][CH:2]([NH-:3])[c:4]1[cH:5][cH:6][cH:7][cH:8][cH:9]1.[CH3:66][c:67]1[cH:68][cH:69][cH:70][cH:71][cH:72]1.[CH:10]1=[N:11][CH2:12][CH2:13][c:14]2[cH:15][cH:16][cH:17][cH:18][c:19]21.[CH:45]([c:46]1[cH:47][cH:48][cH:49][cH:50][cH:51]1)=[O:52].[Cl-:55].[Cl-:57].[Cl:25][P:26]([Cl:27])([Cl:28])([Cl:29])[Cl:30].[ClH:54].[H:43][H:44].[Na+:42].[P:20]([Cl:21])([Cl:22])([Cl:23])=[O:24].[Pt:53].[Zn+2:56].[c:58]1([CH3:59])[c:60]([CH3:61])[cH:62][cH:63][cH:64][cH:65]1>>[CH2:10]1[NH:11][CH2:12][CH2:13][c:14]2[cH:15][cH:16][cH:17][cH:18][c:19]21. Run at temperature 100 celsius. The reagents and catalysts are C=1C=CC(=CC1)/C=C/C(=O)/C=C/C2=CC=CC=C2.C=1C=CC(=CC1)/C=C/C(=O)/C=C/C2=CC=CC=C2.C=1C=CC(=CC1)/C=C/C(=O)/C=C/C2=CC=CC=C2.[Pd].[Pd] (Pd2(dba)3). As a reaction SMILES: Cl[C:2]1[CH:7]=[CH:6][N:5]=[C:4]([C:8]#[N:9])[CH:3]=1.[NH2:10][C:11]1[CH:12]=[N:13][CH:14]=[CH:15][CH:16]=1.C([O-])([O-])=O.[Cs+].[Cs+].C1(P(C2C=CC=CC=2)C2C3OC4C(=CC=CC=4P(C4C=CC=CC=4)C4C=CC=CC=4)C(C)(C)C=3C=CC=2)C=CC=CC=1>C1C=CC(/C=C/C(/C=C/C2C=CC=CC=2)=O)=CC=1.C1C=CC(/C=C/C(/C=C/C2C=CC=CC=2)=O)=CC=1.C1C=CC(/C=C/C(/C=C/C2C=CC=CC=2)=O)=CC=1.[Pd].[Pd].O1CCOCC1>[N:13]1[CH:14]=[CH:15][CH:16]=[C:11]([NH:10][C:2]2[CH:7]=[CH:6][N:5]=[C:4]([C:8]#[N:9])[CH:3]=2)[CH:12]=1 |f:2.3.4,6.7.8.9.10|. Starting materials: ClC1=CC(=NC=C1)C#N (4-Chloro-2-pyridinecarbonitrile), NC=1C=NC=CC1 (3-aminopyridine), C(=O)([O-])[O-].[Cs+].[Cs+] (Cs2CO3), C1(=CC=CC=C1)P(C1=CC=CC=2C(C3=CC=CC(=C3OC12)P(C1=CC=CC=C1)C1=CC=CC=C1)(C)C)C1=CC=CC=C1 (4,5-bis(diphenylphosphino)-9,9-dimethylxanthene). Procedure: 4-Chloro-2-pyridinecarbonitrile (1 g, 7 mmol, 1 eq), 3-aminopyridine (0.815 mg, 8.66 mmol, 1.20 eq), Cs2CO3 (3.29 g, 10.1 mmol, 1.40 eq), Pd2(dba)3 (332 mg, 0.577 mmol, 0.0800 eq), 4,5-bis(diphenylphosphino)-9,9-dimethylxanthene (501 mg, 0.866 mmol, 0.120 eq) and dioxane (18 mL) were added to a microwave vial. The vial was purged with argon, capped and heated at 100° C. for 18 h. After cooling the reaction was filtered over a plug of celite and the plug was washed with 5% MeOH/CH2Cl2. The solven... Product: N1=CC(=CC=C1)NC1=CC(=NC=C1)C#N (4-(pyridin-3-ylamino)picolinonitrile). Run in O1CCOCC1 (dioxane). Yield: 100.0%.